From a dataset of the Open Reaction Database (ORD), a public repository of structured organic reaction records. describe an organic reaction: reactants, conditions, products, and yield Reactants: BrC=1C=C(C=C(C1)S(=O)(=O)C1=CC=C(C=C1)[N+](=O)[O-])N(C(C)=O)C (N-[3-bromo-5-(4-nitrobenzenesulphonyl) -phenyl]-N-methylacetamide), O.O.Cl[Sn]Cl (SnCl2.2H2O). Solvent: C(C)O (ethanol), Cl (HCl). Run at time 18 hour. Product: BrC=1C=C(C=C(C1)S(=O)(=O)C1=CC=C(C=C1)N)N(C(C)=O)C (N-[3-bromo-5-(4-aminobenzenesulphonyl)-phenyl]-N-methylacetamide). Isolated yield 60.9%. As a reaction SMILES: [Br:1][C:2]1[CH:3]=[C:4]([N:20]([CH3:24])[C:21](=[O:23])[CH3:22])[CH:5]=[C:6]([S:8]([C:11]2[CH:16]=[CH:15][C:14]([N+:17]([O-])=O)=[CH:13][CH:12]=2)(=[O:10])=[O:9])[CH:7]=1.O.O.Cl[Sn]Cl>C(O)C.Cl>[Br:1][C:2]1[CH:3]=[C:4]([N:20]([CH3:24])[C:21](=[O:23])[CH3:22])[CH:5]=[C:6]([S:8]([C:11]2[CH:12]=[CH:13][C:14]([NH2:17])=[CH:15][CH:16]=2)(=[O:9])=[O:10])[CH:7]=1 |f:1.2.3|. Procedure: 0.04 g (0.00009 mol) of N-[3-bromo-5-(4-nitrobenzenesulphonyl) -phenyl]-N-methylacetamide was dissolved in 5 ml of ethanol, treated while cooling with a solution of 0.085 g (0.00045 mol) of SnCl2.2H2O in 0.34 ml of HCl (37%) and stirred at room temperature for 18 hrs. Then, the solvent was removed and the residue was adjusted to pH 8 with sat. NaHCO3 solution. The aqueous phase was extracted with ethyl acetate and the organic phase was washed with sat. sodium chloride solution, dried over MgSO4,... Reactants: O=C1CCC(=O)N1Br, CCCC(CCC)n1ccc(=O)c2c(-c3ccc(C)cc3C)cccc21, CN(C)C=O, O. The product is CCCC(CCC)n1cc(Br)c(=O)c2c(-c3ccc(C)cc3C)cccc21. As a reaction SMILES: [Br:27][N:28]1[C:29](=[O:30])[CH2:31][CH2:32][C:33]1=[O:34].[CH3:1][c:2]1[c:3](-[c:9]2[c:10]3[c:11](=[O:26])[cH:12][cH:13][n:14]([CH:19]([CH2:20][CH2:21][CH3:22])[CH2:23][CH2:24][CH3:25])[c:15]3[cH:16][cH:17][cH:18]2)[cH:4][cH:5][c:6]([CH3:8])[cH:7]1.[CH3:35][N:36]([CH3:37])[CH:38]=[O:39].[OH2:40]>>[CH3:1][c:2]1[c:3](-[c:9]2[c:10]3[c:11](=[O:26])[c:12]([Br:27])[cH:13][n:14]([CH:19]([CH2:20][CH2:21][CH3:22])[CH2:23][CH2:24][CH3:25])[c:15]3[cH:16][cH:17][cH:18]2)[cH:4][cH:5][c:6]([CH3:8])[cH:7]1. Reactants: N1C(=NCCC1)N (1,4,5,6-tetrahydro-2-pyrimidinamine), BrC=1C=CC2=C(N=C(O2)N[C@@H](CNC(C2=CC=C(C=C2)CCC(=O)OC)=O)C(=O)OC(C)(C)C)C1 ((1,1-dimethyl ethyl) N-(5-bromo-2-benzoxazolyl)-3-[[4-(3-methoxy-3-oxo-propyl)benzoyl]amino]-L-alaninate). The solvent is C1CCOC1 (THF). Run at time 4 hour. Yields the product BrC=1C=CC2=C(N=C(O2)N[C@@H](CNC(C2=CC=C(C=C2)CCC(NC=2NCCCN2)=O)=O)C(=O)OC(C)(C)C)C1 ((1,1-dimethyl ethyl) N-(5-bromo-2-benzoxazolyl)-3-[[4-[3-oxo-3-[(1,4,5,6-tetrahydro-2-pyrimidinyl)amino]propyl]benzoyl]amino]-L-alaninate). Isolated yield 45.2%. Reaction SMILES: [NH:1]1[CH2:6][CH2:5][CH2:4][N:3]=[C:2]1[NH2:7].[Br:8][C:9]1[CH:10]=[CH:11][C:12]2[O:16][C:15]([NH:17][C@H:18]([C:35]([O:37][C:38]([CH3:41])([CH3:40])[CH3:39])=[O:36])[CH2:19][NH:20][C:21](=[O:34])[C:22]3[CH:27]=[CH:26][C:25]([CH2:28][CH2:29][C:30](OC)=[O:31])=[CH:24][CH:23]=3)=[N:14][C:13]=2[CH:42]=1>C1COCC1>[Br:8][C:9]1[CH:10]=[CH:11][C:12]2[O:16][C:15]([NH:17][C@H:18]([C:35]([O:37][C:38]([CH3:40])([CH3:39])[CH3:41])=[O:36])[CH2:19][NH:20][C:21](=[O:34])[C:22]3[CH:23]=[CH:24][C:25]([CH2:28][CH2:29][C:30](=[O:31])[NH:7][C:2]4[NH:3][CH2:4][CH2:5][CH2:6][N:1]=4)=[CH:26][CH:27]=3)=[N:14][C:13]=2[CH:42]=1. Reported procedure: 1,4,5,6-tetrahydro-2-pyrimidinamine (94 mg) is added to the ester 10-6 (140 mg) in 3 ml of THF, and agitation is carried out at ambient temperature for 4 hours. After evaporating under reduced pressure, the dry extract obtained is purified by chromatography eluting with a CH2Cl2/AcOEt 80/20 then CH2Cl2/MeOH 85/15 mixture. 71 mg of expected product 10-7 is obtained. Starting materials: C1CCOC1, CCOC(=O)C(Oc1cc(C)c(C)c(C)c1)SC, [Na+], [OH-], O. The product is CSC(Oc1cc(C)c(C)c(C)c1)C(=O)O. Reaction SMILES: [CH2:21]1[O:22][CH2:23][CH2:24][CH2:25]1.[CH3:1][S:2][CH:3]([C:4](=[O:5])[O:6][CH2:7][CH3:8])[O:9][c:10]1[cH:11][c:12]([CH3:18])[c:13]([CH3:17])[c:14]([CH3:16])[cH:15]1.[Na+:20].[OH-:19].[OH2:26]>>[CH3:1][S:2][CH:3]([C:4](=[O:5])[OH:6])[O:9][c:10]1[cH:11][c:12]([CH3:18])[c:13]([CH3:17])[c:14]([CH3:16])[cH:15]1. Run in O (Water). RXN SMILES: [F:1][CH:2]([F:27])[O:3][CH:4]=[C:5]([C:20]1[CH:25]=[CH:24][C:23]([Cl:26])=[CH:22][CH:21]=1)[C:6]([NH:8][CH2:9][CH2:10][C:11]1[CH:16]=[CH:15][C:14]([OH:17])=[C:13]([O:18][CH3:19])[CH:12]=1)=[O:7].CN(C)C=O.Cl[CH2:34][C:35]#[CH:36].[H-].[Na+]>O>[F:27][CH:2]([F:1])[O:3][CH:4]=[C:5]([C:20]1[CH:25]=[CH:24][C:23]([Cl:26])=[CH:22][CH:21]=1)[C:6]([NH:8][CH2:9][CH2:10][C:11]1[CH:16]=[CH:15][C:14]([O:17][CH2:36][C:35]#[CH:34])=[C:13]([O:18][CH3:19])[CH:12]=1)=[O:7] |f:3.4|. The reactants are FC(OC=C(C(=O)NCCC1=CC(=C(C=C1)O)OC)C1=CC=C(C=C1)Cl)F (3-difluoromethoxy-N-[2-(4-hydroxy-3-methoxyphenyl)ethyl]-2-(4-chlorophenyl)acrylamide), CN(C=O)C (N,N-dimethylformamide), ClCC#C (3-chloropropyne), [H-].[Na+] (sodium hydride). The product is FC(OC=C(C(=O)NCCC1=CC(=C(C=C1)OCC#C)OC)C1=CC=C(C=C1)Cl)F (3-difluoromethoxy-N-[2-{3-methoxy-4-(2-propynyloxy)phenyl}ethyl]-2-(4-chlorophenyl)acrylamide). Isolated yield 13.4%. Procedure details: 477 mg (1.20 mmol) of 3-difluoromethoxy-N-[2-(4-hydroxy-3-methoxyphenyl)ethyl]-2-(4-chlorophenyl)acrylamide, 5 ml of anhydrous N,N-dimethylformamide, 180 mg (2.40 mmol) of 3-chloropropyne and 72 mg (1.80 mmol) of 60% sodium hydride were stirred at room temperature for 2 hours. Water was added to to the reaction mixture, which was followed by extracted with ethyl acetate, washed with 5% hydrochrolic acid, saturated aqueous sodium bicarbonate solution and saturated brine subsequently, dried over a... Starting materials: CC(C)(C)OC(=O)N1C(=O)CCC1CO[Si](C)(C)C(C)(C)C, C1CCOC1, C[Si](C)(C)[N-][Si](C)(C)C, CN1CCCN(C)C1=O, [Na+], OO, Cl[Se]c1ccccc1. The product is CC(C)(C)OC(=O)N1C(=O)C=CC1CO[Si](C)(C)C(C)(C)C. RXN SMILES: [C:11]([CH3:12])([CH3:13])([CH3:14])[O:15][C:16](=[O:17])[N:18]1[CH:19]([CH2:24][O:25][Si:26]([CH3:27])([CH3:28])[C:29]([CH3:30])([CH3:31])[CH3:32])[CH2:20][CH2:21][C:22]1=[O:23].[CH2:43]1[O:44][CH2:45][CH2:46][CH2:47]1.[CH3:2][Si:3]([N-:4][Si:5]([CH3:6])([CH3:7])[CH3:8])([CH3:9])[CH3:10].[CH3:48][N:49]1[CH2:50][CH2:51][CH2:52][N:53]([CH3:54])[C:55]1=[O:56].[Na+:1].[OH:41][OH:42].[c:33]1([Se:34][Cl:35])[cH:36][cH:37][cH:38][cH:39][cH:40]1>>[C:11]([CH3:12])([CH3:13])([CH3:14])[O:15][C:16](=[O:17])[N:18]1[CH:19]([CH2:24][O:25][Si:26]([CH3:27])([CH3:28])[C:29]([CH3:30])([CH3:31])[CH3:32])[CH:20]=[CH:21][C:22]1=[O:23].